Dataset: the Open Reaction Database (ORD), a public repository of structured organic reaction records. Task: describe an organic reaction: reactants, conditions, products, and yield Starting materials: IC1=C(C(=O)O)C=C(C=C1)I (2,5-diiodobenzoic acid), C[Si](C)(C)C#C (trimethylsilylacetylene). Reagents/catalysts: [Cu]I (copper(I) iodide). Run in THF TEA. Run at time 16 hour. Yields the product IC1=C(C(=O)O)C=C(C=C1)C#C[Si](C)(C)C (2-iodo-5-trimethylsilylethynylbenzoic acid). Isolated yield 73.0%. As a reaction SMILES: [I:1][C:2]1[CH:10]=[CH:9][C:8](I)=[CH:7][C:3]=1[C:4]([OH:6])=[O:5].[CH3:12][Si:13]([C:16]#[CH:17])([CH3:15])[CH3:14]>[Cu]I>[I:1][C:2]1[CH:10]=[CH:9][C:8]([C:17]#[C:16][Si:13]([CH3:15])([CH3:14])[CH3:12])=[CH:7][C:3]=1[C:4]([OH:6])=[O:5]. Procedure details: 1.12 g of 2,5-diiodobenzoic acid (3 mmol, 1 eq.), 210 mg of dichlorobis-triphenylphosphinepalladium(II) (0.3 mmol, 0.1 eq.) and 200 mg of copper(I) iodide (1 mmol, 0.34 eq.) are dissolved in 60 ml of a THF/TEA mixture (3/1). After the addition of 425 μl of trimethylsilylacetylene (3 mmol, 1 eq.), stirring is continued at room temperature for 16 hours in the dark. The reaction medium is then evaporated to dryness and the residue obtained is purified by flash chromatography on silica 60H (hexane/E... Starting materials: C(C1=CC=CC=C1)(=O)O[C@H]1[C@@H]([C@@H]2[C@@H](OC(C2)=O)C1)\C=C\C(COC1=CC(=CC=C1)Cl)=O ((3aR, 4R, 5R, 6aS)-5-(Benzoyloxy)4-[(E)4-(3-chlorophenoxy)-3-oxo-1-butenyl]-hexahydro-2H-cyclopenta[b]furan-2-one), B([C@@H]1C[C@H]2C[C@@H]([C@@H]1C)C2(C)C)([C@@H]3C[C@H]4C[C@@H]([C@@H]3C)C4(C)C)Cl ((-)-DIPCl). Solvent: C1CCOC1 (THF), C1CCOC1 (THF). Product: C(C1=CC=CC=C1)(=O)O[C@H]1[C@@H]([C@@H]2[C@@H](OC(C2)=O)C1)\C=C\[C@H](COC1=CC(=CC=C1)Cl)O ((3aR, 4R, 5R, 6aS)-5-(Benzoyloxy)4-[(E)-(3R)-4-(3-chlorophenoxy)-3-hydroxy-1-butenyl]-hexahydro-2H-cyclopenta[b]furan-2-one). Isolated yield 48.2%. RXN SMILES: [C:1]([O:9][C@@H:10]1[CH2:18][C@@H:13]2[O:14][C:15](=[O:17])[CH2:16][C@@H:12]2[C@H:11]1/[CH:19]=[CH:20]/[C:21](=[O:31])[CH2:22][O:23][C:24]1[CH:29]=[CH:28][CH:27]=[C:26]([Cl:30])[CH:25]=1)(=[O:8])[C:2]1[CH:7]=[CH:6][CH:5]=[CH:4][CH:3]=1.B(Cl)([C@H]1[C@@H](C)[C@H]2C(C)(C)[C@H](C2)C1)[C@H]1[C@@H](C)[C@H]2C(C)(C)[C@H](C2)C1>C1COCC1>[C:1]([O:9][C@@H:10]1[CH2:18][C@@H:13]2[O:14][C:15](=[O:17])[CH2:16][C@@H:12]2[C@H:11]1/[CH:19]=[CH:20]/[C@@H:21]([OH:31])[CH2:22][O:23][C:24]1[CH:29]=[CH:28][CH:27]=[C:26]([Cl:30])[CH:25]=1)(=[O:8])[C:2]1[CH:3]=[CH:4][CH:5]=[CH:6][CH:7]=1. Procedure: To a solution of 9.70 g (22.0 mmol) of enone 26 in 60 mL of THF at -23° C. was added dropwise a solution of 11.1 g (34.6 mmol) of (-)-DIPCl in 30 mL of THF. After 4h, the reaction was quenched at -23° C. by the dropwise addition of 5 mL of methanol, and was warmed to room temperature. The mixture was then poured into 200 mL of a 2:1 mixture of ethyl acetate: saturated NH4Cl, the layers were separated, and the aqueous phase was extracted with 2 X 100 mL portions of ethyl acetate. The combined org... Reactants: BrCCBr, O=C([O-])[O-], CCOc1cc(CO)ccc1O, CCC(C)=O, [K+], [K+]. Product: CCOc1cc(CO)ccc1OCCBr. Reaction SMILES: [Br:19][CH2:20][CH2:21][Br:22].[C:13](=[O:14])([O-:15])[O-:16].[CH2:1]([CH3:2])[O:3][c:4]1[cH:5][c:6]([CH2:7][OH:8])[cH:9][cH:10][c:11]1[OH:12].[CH2:23]([C:24]([CH3:25])=[O:26])[CH3:27].[K+:17].[K+:18]>>[CH2:1]([CH3:2])[O:3][c:4]1[cH:5][c:6]([CH2:7][OH:8])[cH:9][cH:10][c:11]1[O:12][CH2:21][CH2:20][Br:19]. Reactants: CCO, O=[N+]([O-])C1(CO)COC(c2nc(-c3ccc(F)cc3)c(-c3ccncc3)[nH]2)OC1, [H][H]. Product: NC1(CO)COC(c2nc(-c3ccc(F)cc3)c(-c3ccncc3)[nH]2)OC1. Reaction SMILES: [CH3:32][CH2:33][OH:34].[F:1][c:2]1[cH:3][cH:4][c:5](-[c:8]2[n:9][c:10]([CH:19]3[O:20][CH2:21][C:22]([N+:25]([O-:26])=[O:27])([CH2:28][OH:29])[CH2:23][O:24]3)[nH:11][c:12]2-[c:13]2[cH:14][cH:15][n:16][cH:17][cH:18]2)[cH:6][cH:7]1.[H:30][H:31]>>[F:1][c:2]1[cH:3][cH:4][c:5](-[c:8]2[n:9][c:10]([CH:19]3[O:20][CH2:21][C:22]([NH2:25])([CH2:28][OH:29])[CH2:23][O:24]3)[nH:11][c:12]2-[c:13]2[cH:14][cH:15][n:16][cH:17][cH:18]2)[cH:6][cH:7]1.